describe an organic reaction: reactants, conditions, products, and yield From a dataset of the Open Reaction Database (ORD), a public repository of structured organic reaction records. Reactants: solution, P(=O)([O-])([O-])[O-] (phosphate), solution, [Cl-].[Ca+2].[Cl-] (calcium chloride), [OH-].[Na+] (sodium hydroxide), [Cl-].[Cl-].[Ca+2] (CaCl2). The product is P(=O)([O-])([O-])[O-].[Ca+2].P(=O)([O-])([O-])[O-].[Ca+2].[Ca+2] (calcium phosphate). RXN SMILES: [P:1]([O-:5])([O-:4])([O-:3])=[O:2].[Cl-].[Ca+2:7].[Cl-].[OH-].[Na+]>>[P:1]([O-:5])([O-:4])([O-:3])=[O:2].[Ca+2:7].[P:1]([O-:5])([O-:4])([O-:3])=[O:2].[Ca+2:7].[Ca+2:7] |f:1.2.3,4.5,6.7.8.9.10|. Procedure: To 50 l of an 0.07 M solution of bisodium phosphate, continually stirred by means of a vibrator, 50 l of an 0.07 M solution of calcium chloride are added in 28 seconds; the pH of the mixture is adjusted to 7.1 with a solution of normal sodium hydroxide, following the addition of the CaCl2. The 100 l of calcium phosphate gel thus obtained are left to stand until decantation of 85 l of liquid. The clear supernatant liquid is separated by siphoning and replaced by 85 l of aqueous solution of NaCl, ... RXN SMILES: [O:1]1[CH2:2][CH2:3][N:4]([c:7]2[n:8][c:9](-[c:22]3[cH:23][c:24]([C:25](=[O:26])[OH:27])[cH:28][cH:29][cH:30]3)[c:10]3[c:11]([n:12]2)[N:13]([c:16]2[cH:17][cH:18][n:19][cH:20][cH:21]2)[CH2:14][CH2:15]3)[CH2:5][CH2:6]1.[OH:31][n:32]1[c:33]2[c:34]([cH:35][cH:36][cH:37][cH:38]2)[n:39][n:40]1.[n:41]1[cH:42][cH:43][c:44]([CH2:47][CH2:48][NH2:49])[cH:45][cH:46]1>>[O:1]1[CH2:2][CH2:3][N:4]([c:7]2[n:8][c:9](-[c:22]3[cH:23][c:24]([C:25](=[O:27])[NH:49][CH2:48][CH2:47][c:44]4[cH:43][cH:42][n:41][cH:46][cH:45]4)[cH:28][cH:29][cH:30]3)[c:10]3[c:11]([n:12]2)[N:13]([c:16]2[cH:17][cH:18][n:19][cH:20][cH:21]2)[CH2:14][CH2:15]3)[CH2:5][CH2:6]1. Reactants: O=C(O)c1cccc(-c2nc(N3CCOCC3)nc3c2CCN3c2ccncc2)c1, On1nnc2ccccc21, NCCc1ccncc1. The product is O=C(NCCc1ccncc1)c1cccc(-c2nc(N3CCOCC3)nc3c2CCN3c2ccncc2)c1.